From a dataset of the Open Reaction Database (ORD), a public repository of structured organic reaction records. describe an organic reaction: reactants, conditions, products, and yield Starting materials: C(CC(=O)OC(C)C)(=O)OC(C)C (diisopropyl malonate), [OH-].[K+] (potassium hydroxide), S([O-])(O)=O.[Na+].C(=O)C=O (glyoxal sodium bisulfite), C(C)(C)NCCNC(C)C (N,N'-diisopropylethylenediamine), S1SC(C=C1)C(=O)[O-] (dithiolate). The solvent is C(=S)=S (carbon disulfide), O (water), O (water). Yields the product C(C)(C)OC(C(C(=O)OC(C)C)=C1SC2N(CCN(C2S1)C(C)C)C(C)C)=O (Diisopropyl(2,5-diisopropyl-2,5-diaza-7,9-dithiabicyclo-[4,3,0]-nonane-8-ylidene)malonate). Isolated yield 45.0%. Reaction SMILES: [S:1](=O)(O)[O-].[Na+].[CH:6]([CH:8]=O)=O.[CH:10]([NH:13][CH2:14][CH2:15][NH:16][CH:17]([CH3:19])[CH3:18])([CH3:12])[CH3:11].[S:20]1[CH:24]=CC(C([O-])=O)S1.[C:28]([O:37][CH:38]([CH3:40])[CH3:39])(=[O:36])[CH2:29][C:30]([O:32][CH:33]([CH3:35])[CH3:34])=[O:31].[OH-].[K+]>O.C(=S)=S>[CH:38]([O:37][C:28](=[O:36])[C:29](=[C:24]1[S:20][CH:15]2[CH:14]([N:13]([CH:10]([CH3:12])[CH3:11])[CH2:6][CH2:8][N:16]2[CH:17]([CH3:19])[CH3:18])[S:1]1)[C:30]([O:32][CH:33]([CH3:34])[CH3:35])=[O:31])([CH3:40])[CH3:39] |f:0.1.2,6.7|. Reported procedure: To a suspension of 1.7 g of glyoxal sodium bisulfite in 12 ml of water was added N,N'-diisopropylethylenediamine dropwise at room temperature and the mixture was stirred until it became a homogeneous solution. To this solution was added dropwise at 0° C. the dithiolate solution which had been prepared previously by the reaction of 1.13 g of diisopropyl malonate with 0.55 g of carbon disulfide in the presence of 2.9 g of 30% aqueous potassium hydroxide. After the mixture was stirred for additiona... Reactants: E9, FC=1C=C(C=C(C1OC=1C=NC(=NC1)C(F)(F)F)F)CO ((3,5-difluoro-4-((2-(trifluoromethyl)pyrimidin-5-yl)oxy)phenyl)methanol), ClC=1C=C2N(C(N1)=O)CC(N2C)(C)C (7-chloro-1,2,2-trimethyl-2,3-dihydroimidazo[1,2-c]pyrimidin-5(1H)-one). Product: FC=1C=C(COC=2C=C3N(C(N2)=O)CC(N3C)(C)C)C=C(C1OC=1C=NC(=NC1)C(F)(F)F)F (7-((3,5-difluoro-4-((2-(trifluoromethyl)pyrimidin-5-yl)oxy)benzyl)oxy)-1,2,2-trimet-hyl-2,3-dihydroimidazo[1,2-c]pyrimidin-5(1H)-one). RXN SMILES: [F:1][C:2]1[CH:3]=[C:4]([CH2:20][OH:21])[CH:5]=[C:6]([F:19])[C:7]=1[O:8][C:9]1[CH:10]=[N:11][C:12]([C:15]([F:18])([F:17])[F:16])=[N:13][CH:14]=1.Cl[C:23]1[CH:24]=[C:25]2[N:32]([CH3:33])[C:31]([CH3:35])([CH3:34])[CH2:30][N:26]2[C:27](=[O:29])[N:28]=1>>[F:1][C:2]1[CH:3]=[C:4]([CH:5]=[C:6]([F:19])[C:7]=1[O:8][C:9]1[CH:14]=[N:13][C:12]([C:15]([F:17])([F:18])[F:16])=[N:11][CH:10]=1)[CH2:20][O:21][C:23]1[CH:24]=[C:25]2[N:32]([CH3:33])[C:31]([CH3:35])([CH3:34])[CH2:30][N:26]2[C:27](=[O:29])[N:28]=1. Procedure details: The title compound was prepared by a procedure similar to that described for E9 starting from (3,5-difluoro-4-((2-(trifluoromethyl)pyrimidin-5-yl)oxy)phenyl)methanol and 7-chloro-1,2,2-trimethyl-2,3-dihydroimidazo[1,2-c]pyrimidin-5(1H)-one at −78° C. then rt. The reactants are FC(OC1=CC=C(OC2=C(C=CC=C2)NS(=O)(=O)C2=CC=C(C(=O)O)C=C2)C=C1)(F)F (4-[2-(4-trifluoromethoxy-phenoxy)-phenylsulfamoyl]-benzoic acid), Cl.C(C)OC(CN)=O (glycine ethyl ester hydrochloride). Yields the product C(C)OC(CNC(C1=CC=C(C=C1)S(NC1=C(C=CC=C1)OC1=CC=C(C=C1)OC(F)(F)F)(=O)=O)=O)=O ({4-[2-(4-Trifluormethoxy-phenoxy)-phenylsulfamoyl]-benzoylamino}-acetic acid ethyl ester). As a reaction SMILES: [F:1][C:2]([F:31])([F:30])[O:3][C:4]1[CH:29]=[CH:28][C:7]([O:8][C:9]2[CH:14]=[CH:13][CH:12]=[CH:11][C:10]=2[NH:15][S:16]([C:19]2[CH:27]=[CH:26][C:22]([C:23]([OH:25])=O)=[CH:21][CH:20]=2)(=[O:18])=[O:17])=[CH:6][CH:5]=1.Cl.[CH2:33]([O:35][C:36](=[O:39])[CH2:37][NH2:38])[CH3:34]>>[CH2:33]([O:35][C:36](=[O:39])[CH2:37][NH:38][C:23](=[O:25])[C:22]1[CH:21]=[CH:20][C:19]([S:16](=[O:17])(=[O:18])[NH:15][C:10]2[CH:11]=[CH:12][CH:13]=[CH:14][C:9]=2[O:8][C:7]2[CH:6]=[CH:5][C:4]([O:3][C:2]([F:30])([F:1])[F:31])=[CH:29][CH:28]=2)=[CH:27][CH:26]=1)[CH3:34] |f:1.2|. Reported procedure: The title compound was prepared from 4-[2-(4-trifluoromethoxy-phenoxy)-phenylsulfamoyl]-benzoic acid and glycine ethyl ester hydrochloride according to the method described in Example 1.1/d. Starting materials: CCOC(C)=O, CCO, COc1ccc(C(C)(C)O)c(N)c1. Yields the product COc1ccc(C(C)C)c(N)c1. As a reaction SMILES: [CH3:14][CH2:15][O:16][C:17]([CH3:18])=[O:19].[CH3:20][CH2:21][OH:22].[NH2:1][c:2]1[c:3]([C:10]([CH3:11])([CH3:12])[OH:13])[cH:4][cH:5][c:6]([O:8][CH3:9])[cH:7]1>>[NH2:1][c:2]1[c:3]([CH:10]([CH3:11])[CH3:12])[cH:4][cH:5][c:6]([O:8][CH3:9])[cH:7]1. Reactants: BrC=1C(=C(C=C(C=O)C1)OC)OC (5-bromoveratraldehyde), C(CC#N)#N (malononitrile), N1CCCCC1 (piperidine), OC=1C=CC=C2C=CNC12 (7-hydroxyindole). Solvent: C(C)O (ethanol). Run at time 8 hour. The product is NC1=C(C(C=2C(O1)C1=NC=CC1=CC2)C2=CC(=C(C(=C2)OC)OC)Br)C#N (2-Amino-3-cyano-4-(3-bromo-4,5-dimethoxyphenyl)-4H-indolo[7,6-b]pyran). Isolated yield 13.1%. Reaction SMILES: [Br:1][C:2]1[C:3]([O:12][CH3:13])=[C:4]([O:10][CH3:11])[CH:5]=[C:6]([CH:9]=1)[CH:7]=O.[C:14](#[N:18])[CH2:15][C:16]#[N:17].N1CCCCC1.[OH:25][C:26]1[CH:27]=[CH:28][CH:29]=[C:30]2[C:34]=1[NH:33][CH:32]=[CH:31]2>C(O)C>[NH2:17][C:16]1[O:25][CH:26]2[C:34]3[C:30](=[CH:29][CH:28]=[C:27]2[CH:7]([C:6]2[CH:5]=[C:4]([O:10][CH3:11])[C:3]([O:12][CH3:13])=[C:2]([Br:1])[CH:9]=2)[C:15]=1[C:14]#[N:18])[CH:31]=[CH:32][N:33]=3. Procedure details: To a mixture of 5-bromoveratraldehyde (245 mg, 1 mmol) and malononitrile (66 mg, 1 mmol) in ethanol (4 mL) was added piperidine (0.05 mL, 0.5 mmol) and 7-hydroxyindole (133.2 mg, 1 mmol). The mixture was stirred at room temperature overnight. The solvent was evaporated and the residue was purified by chromatography on silica gel with EtOAc and hexane (1:2) as eluant, yielding 56 mg (13%) the title compound. 1H NMR (CDCl3): 8.39 (brs, 1H), 7.34–7.25 (m, 2H), 6.91 (d, J=2.1 Hz, 1H), 6.76 (d, J=2.1... Reactants: C(C1=CC=CC=C1)N1CC2(CC2)OC2=C1C=C(C=C2)CC=2C=C(C=CC2Cl)[C@@H]2O[C@@H]([C@H]([C@@H]([C@H]2O)O)O)CO ((2S,3R,4R,5S,6R)-2-[3-[(4-benzylspiro[3H-1,4-benzoxazine-2,1′-cyclopropane]-6-yl)methyl]-4-chloro-phenyl]-6-(hydroxymethyl)tetrahydropyran-3,4,5-triol), C(C)(=O)OCC (ethyl acetate), Cl (HCl). Reagents/catalysts: [Pd] (palladium on charcoal). Run in CO (methanol). Run at time 2 hour. Product: ClC1=C(C=C(C=C1)[C@@H]1O[C@@H]([C@H]([C@@H]([C@H]1O)O)O)CO)CC=1C=CC2=C(NCC3(CC3)O2)C1 ((2S,3R,4R,5S,6R)-2-[4-chloro-3-(spiro[3,4-dihydro-1,4-benzoxazine-2,1′-cyclopropane]-6-ylmethyl)phenyl]-6-(hydroxymethyl)tetrahydropyran-3,4,5-triol). The yield is 22.4%. Reaction SMILES: C([N:8]1[C:15]2[CH:16]=[C:17]([CH2:20][C:21]3[CH:22]=[C:23]([C@H:28]4[C@H:33]([OH:34])[C@@H:32]([OH:35])[C@H:31]([OH:36])[C@@H:30]([CH2:37][OH:38])[O:29]4)[CH:24]=[CH:25][C:26]=3[Cl:27])[CH:18]=[CH:19][C:14]=2[O:13][C:10]2([CH2:12][CH2:11]2)[CH2:9]1)C1C=CC=CC=1.C(OCC)(=O)C.Cl>CO.[Pd]>[Cl:27][C:26]1[CH:25]=[CH:24][C:23]([C@H:28]2[C@H:33]([OH:34])[C@@H:32]([OH:35])[C@H:31]([OH:36])[C@@H:30]([CH2:37][OH:38])[O:29]2)=[CH:22][C:21]=1[CH2:20][C:17]1[CH:18]=[CH:19][C:14]2[O:13][C:10]3([CH2:12][CH2:11]3)[CH2:9][NH:8][C:15]=2[CH:16]=1. Reported procedure: To a solution of (2S,3R,4R,5S,6R)-2-[3-[(4-benzylspiro[3H-1,4-benzoxazine-2,1′-cyclopropane]-6-yl)methyl]-4-chloro-phenyl]-6-(hydroxymethyl)tetrahydropyran-3,4,5-triol (300 mg) in methanol (3 mL), was added ethyl acetate (0.5 mL), 10% palladium on charcoal (40 mg), and 0.3 mL conc. HCl. The reaction mixture was stirred under hydrogen balloon pressure for 2 h then filtered through a celite bed which was washed with methanol, and the resulting filtrate was concentrated to a residue which was purif... The yield is 80.0%. The product is N1(C=NC=C1)CC1=NN=C(N1C=1C=C2C=CN(C2=CC1)C)C1=C(C=C(C(=C1)C(C)C)O)O (5-[3-imidazol-1-ylmethyl-5-(2,4-dihydroxy-5-isopropyl-phenyl)-[1,2,4]triazol-4-yl]-1-methyl-1H-indole), brown solid. Procedure: Intermediate (D) obtained above was subjected to Pd (10%) catalyzed hydrogenation in 10 mL EtOH for 24 hours. Removal of Pd/C and solvent gave 5-[3-imidazol-1-ylmethyl-5-(2,4-dihydroxy-5-isopropyl-phenyl)-[1,2,4]triazol-4-yl]-1-methyl-1H-indole (E) as light brown solid (0.07 g, 0.16 mmol, 80%). 1H NMR (300 MHz, DMSO-d6), δ (ppm): 11.06 (s, 1H); 9.75 (s, 1H); 7.63 (d, J=8.1 Hz, 1H); 7.57 (d, J=2.1 Hz, 1H); 7.52 (d, J=3.0 Hz, 1H); 7.28 (s, 1H); 7.03 (dd, J=8.1 Hz, 2.1 Hz, 1H); 6.94 (d, J=1.2 Hz, 1... As a reaction SMILES: [N:1]1([CH2:6][C:7]2[N:11]([C:12]3[CH:13]=[C:14]4[C:18](=[CH:19][CH:20]=3)[N:17]([CH3:21])[CH:16]=[CH:15]4)[C:10]([C:22]3[CH:27]=[C:26]([CH:28]([CH3:30])[CH3:29])[C:25]([O:31]CC4C=CC=CC=4)=[CH:24][C:23]=3[O:39]CC3C=CC=CC=3)=[N:9][N:8]=2)[CH:5]=[CH:4][N:3]=[CH:2]1>CCO.[Pd]>[N:1]1([CH2:6][C:7]2[N:11]([C:12]3[CH:13]=[C:14]4[C:18](=[CH:19][CH:20]=3)[N:17]([CH3:21])[CH:16]=[CH:15]4)[C:10]([C:22]3[CH:27]=[C:26]([CH:28]([CH3:29])[CH3:30])[C:25]([OH:31])=[CH:24][C:23]=3[OH:39])=[N:9][N:8]=2)[CH:5]=[CH:4][N:3]=[CH:2]1. Reagents/catalysts: [Pd] (Pd). Reactants: N1(C=NC=C1)CC1=NN=C(N1C=1C=C2C=CN(C2=CC1)C)C1=C(C=C(C(=C1)C(C)C)OCC1=CC=CC=C1)OCC1=CC=CC=C1 (5-[3-imidazol-1-ylmethyl-5-(2,4-dibenzyloxy-5-isopropyl-phenyl)-[1,2,4]triazol-4-yl]-1-methyl-1H-indole). Run in CCO (EtOH). Reactants: Cc1ccccc1, Clc1ccc2nc(Cl)sc2c1, Cl, [H-], [Na+], O=C1NNC(c2ccccc2)C1c1ccccc1. Yields the product O=C1NN(c2nc3ccc(Cl)cc3s2)C(c2ccccc2)C1c1ccccc1. RXN SMILES: [CH3:33][c:34]1[cH:35][cH:36][cH:37][cH:38][cH:39]1.[Cl:21][c:22]1[s:23][c:24]2[c:25]([n:26]1)[cH:27][cH:28][c:29]([Cl:31])[cH:30]2.[ClH:32].[H-:20].[Na+:19].[c:1]1([CH:7]2[C:8](=[O:18])[NH:9][NH:10][CH:11]2[c:12]2[cH:13][cH:14][cH:15][cH:16][cH:17]2)[cH:2][cH:3][cH:4][cH:5][cH:6]1>>[c:1]1([CH:7]2[C:8](=[O:18])[NH:9][N:10]([c:22]3[s:23][c:24]4[c:25]([n:26]3)[cH:27][cH:28][c:29]([Cl:31])[cH:30]4)[CH:11]2[c:12]2[cH:13][cH:14][cH:15][cH:16][cH:17]2)[cH:2][cH:3][cH:4][cH:5][cH:6]1. Starting materials: C1(CC1)COC1=CC(=C(C=C1C)N)C (4-cyclopropylmethoxy-2,5-dimethylphenylamine), COC(N(C)C)OC (N,N-dimethylformamide dimethylacetal). Product: C1(CC1)COC1=CC(=C(C=C1C)N=CN(C)C)C (N′-(4-cyclopropylmethoxy-2,5-dimethylphenyl)-N,N-dimethylformamidine). Reaction SMILES: [CH:1]1([CH2:4][O:5][C:6]2[C:11]([CH3:12])=[CH:10][C:9]([NH2:13])=[C:8]([CH3:14])[CH:7]=2)[CH2:3][CH2:2]1.CO[CH:17](OC)[N:18]([CH3:20])[CH3:19]>>[CH:1]1([CH2:4][O:5][C:6]2[C:11]([CH3:12])=[CH:10][C:9]([N:13]=[CH:17][N:18]([CH3:20])[CH3:19])=[C:8]([CH3:14])[CH:7]=2)[CH2:2][CH2:3]1. Procedure: A mixture of 0.23 g of 4-cyclopropylmethoxy-2,5-dimethylphenylamine and 10 mL of N,N-dimethylformamide dimethylacetal was stirred under heating and refluxing for 10 hours. The cooled reaction mixture was concentrated under reduced pressure. The resulting residue was subjected to silica gel column chromatography to obtain 0.18 g of N′-(4-cyclopropylmethoxy-2,5-dimethylphenyl)-N,N-dimethylformamidine (Compound of Present Invention (1-17)). The reactants are COC(CN1N=C(N(C1=O)CC1=CC(=CC=C1)F)Br)=O (Methyl[3-bromo-4-(3-fluorobenzyl)-5-oxo-4,5-dihydro-1H-1,2,4-triazol-1-yl]-acetate), OC1=C(C=CC=C1)B(O)O (2-hydroxyphenylboronic acid). Yields the product COC(CN1N=C(N(C1=O)CC1=CC(=CC=C1)F)C1=C(C=CC=C1)O)=O (Methyl[4-(3-fluorobenzyl)-3-(2-hydroxyphenyl)-5-oxo-4,5-dihydro-1H-1,2,4-triazol-1-yl]-acetate). Reaction SMILES: [CH3:1][O:2][C:3](=[O:20])[CH2:4][N:5]1[C:9](=[O:10])[N:8]([CH2:11][C:12]2[CH:17]=[CH:16][CH:15]=[C:14]([F:18])[CH:13]=2)[C:7](Br)=[N:6]1.[OH:21][C:22]1[CH:27]=[CH:26][CH:25]=[CH:24][C:23]=1B(O)O>>[CH3:1][O:2][C:3](=[O:20])[CH2:4][N:5]1[C:9](=[O:10])[N:8]([CH2:11][C:12]2[CH:17]=[CH:16][CH:15]=[C:14]([F:18])[CH:13]=2)[C:7]([C:23]2[CH:24]=[CH:25][CH:26]=[CH:27][C:22]=2[OH:21])=[N:6]1. Procedure: By the method described for Example 147A, starting from 250 mg (0.73 mmol) of the compound from Example 146A and 138 mg of (1.02 mmol) 2-hydroxyphenylboronic acid, 22 mg (8% of theory) of the title compound and 222 mg (85% of theory) of the corresponding acid formed by hydrolysis (see also Example 150A) are obtained.